This data is from the Open Reaction Database (ORD), a public repository of structured organic reaction records. The task is: describe an organic reaction: reactants, conditions, products, and yield The reactants are ClC1=NC=NC2=CC=C(C=C12)I (4-chloro-6-iodo-quinazoline), N1=CC=C(C=C1)N (pyridin-4-amine). The product is IC=1C=C2C(=NC=NC2=CC1)NC1=CC=NC=C1 (6-iodo-N-(4-pyridyl)quinazolin-4-amine). Reaction SMILES: Cl[C:2]1[C:11]2[C:6](=[CH:7][CH:8]=[C:9]([I:12])[CH:10]=2)[N:5]=[CH:4][N:3]=1.[N:13]1[CH:18]=[CH:17][C:16]([NH2:19])=[CH:15][CH:14]=1>Cl.O1CCOCC1.ClCCl>[I:12][C:9]1[CH:10]=[C:11]2[C:6](=[CH:7][CH:8]=1)[N:5]=[CH:4][N:3]=[C:2]2[NH:19][C:16]1[CH:17]=[CH:18][N:13]=[CH:14][CH:15]=1 |f:2.3|. Procedure details: To a vial was added 4-chloro-6-iodo-quinazoline (100 mg; 0.34 mmol, commercially available), pyridin-4-amine (3 equiv., 1.03 mmol, 97.19 mg, commercially available), and 2 drops of 4M HCl/dioxane. The reaction vial was heated until solids melted. LCMS of resultant solution showed clean product formation. Upon cooling the product re-solidified. The solid was suspended in dichloromethane:water, and collected by filtration. 95 mg of 6-iodo-N-(4-pyridyl)quinazolin-4-amine was recovered as an orange ... Run in ClCCl (dichloromethane). The reagents and catalysts are Cl.O1CCOCC1 (HCl dioxane).